From a dataset of the Open Reaction Database (ORD), a public repository of structured organic reaction records. describe an organic reaction: reactants, conditions, products, and yield Starting materials: C#CCC(NS(=O)(=O)c1ccc(OC)cc1)C(=O)NCC(OC)OC, C#CCC1C(=O)NC=CN1S(=O)(=O)c1ccccc1. The product is C#CCC1C(=O)NC=CN1S(=O)(=O)c1ccc(OC)cc1. RXN SMILES: [CH3:20][O:21][CH:22]([CH2:23][NH:24][C:25]([CH:26]([CH2:27][C:28]#[CH:29])[NH:30][S:31](=[O:32])(=[O:33])[c:34]1[cH:35][cH:36][c:37]([O:40][CH3:41])[cH:38][cH:39]1)=[O:42])[O:43][CH3:44].[c:1]1([S:2]([N:3]2[CH:4]=[CH:5][NH:6][C:7](=[O:8])[CH:9]2[CH2:10][C:11]#[CH:12])(=[O:13])=[O:14])[cH:15][cH:16][cH:17][cH:18][cH:19]1>>[CH:22]1=[CH:23][NH:24][C:25](=[O:42])[CH:26]([CH2:27][C:28]#[CH:29])[N:30]1[S:31](=[O:32])(=[O:33])[c:34]1[cH:35][cH:36][c:37]([O:40][CH3:41])[cH:38][cH:39]1.